Dataset: the Open Reaction Database (ORD), a public repository of structured organic reaction records. Task: describe an organic reaction: reactants, conditions, products, and yield Starting materials: BrC1=CC=C2C=CC=NC2=C1 (7-bromoquinoline), C(#N)[BH3-].[Na+] (sodium cyanoborohydride), O (water), [OH-].[Na+] (sodium hydroxide). The solvent is C(C)(=O)O (acetic acid). Reaction conditions: time 18 hour. The product is BrC1=CC=C2CCCNC2=C1 (7-Bromo-1,2,3,4-tetrahydroquinoline). Yield: 45.5%. As a reaction SMILES: [Br:1][C:2]1[CH:11]=[C:10]2[C:5]([CH:6]=[CH:7][CH:8]=[N:9]2)=[CH:4][CH:3]=1.C([BH3-])#N.[Na+].O.[OH-].[Na+]>C(O)(=O)C>[Br:1][C:2]1[CH:11]=[C:10]2[C:5]([CH2:6][CH2:7][CH2:8][NH:9]2)=[CH:4][CH:3]=1 |f:1.2,4.5|. Procedure details: A solution of 7-bromoquinoline (J. Amer. Chem. Soc., 1947, 69, 705) (362 mg, 1.74 mmol) in glacial acetic acid (10 ml) was treated portion-wise with sodium cyanoborohydride (437 mg, 7.0 mmol) under argon at room temperature. After 18 h at this temperature, the mixture was cooled in an ice bath and to it was added water (35 ml) and 50% aq. sodium hydroxide until pH 14 was attained. The mixture was extracted with dichloromethane and the organic phase washed with saturated sodium chloride solution,... The reactants are C(#N)C1=C(C=C(OCC(C(=O)NC2=CC(=C(C=C2)[N+](=O)[O-])CO)(C)O)C=C1)F (3-(4-Cyano-3-fluorophenoxy)-2-hydroxy-N-(3-hydroxymethyl-4-nitrophenyl)-2-methylpropionamide). Reagents/catalysts: [O-2].[Mn+4].[O-2] (manganese(IV) oxide). Solvent: ClCCl (dichloromethane). Run at time 48 hour. Yields the product C(#N)C1=C(C=C(OCC(C(=O)NC2=CC(=C(C=C2)[N+](=O)[O-])C=O)(C)O)C=C1)F (3-(4-Cyano-3-fluorophenoxy)-N-(3-formyl-4-nitrophenyl)-2-hydroxy-2-methylpropionamide). As a reaction SMILES: [C:1]([C:3]1[CH:27]=[CH:26][C:6]([O:7][CH2:8][C:9]([OH:25])([CH3:24])[C:10]([NH:12][C:13]2[CH:18]=[CH:17][C:16]([N+:19]([O-:21])=[O:20])=[C:15]([CH2:22][OH:23])[CH:14]=2)=[O:11])=[CH:5][C:4]=1[F:28])#[N:2]>ClCCl.[O-2].[Mn+4].[O-2]>[C:1]([C:3]1[CH:27]=[CH:26][C:6]([O:7][CH2:8][C:9]([OH:25])([CH3:24])[C:10]([NH:12][C:13]2[CH:18]=[CH:17][C:16]([N+:19]([O-:21])=[O:20])=[C:15]([CH:22]=[O:23])[CH:14]=2)=[O:11])=[CH:5][C:4]=1[F:28])#[N:2] |f:2.3.4|. Procedure details: 3-(4-Cyano-3-fluorophenoxy)-2-hydroxy-N-(3-hydroxymethyl-4-nitrophenyl)-2-methylpropionamide (0.2 g, 0.51 mmol) was dissolved in dichloromethane (10 ml) and manganese(IV) oxide (0.4 g, 4.6 mmol) was added. The mixture was stirred at room temperature for 48 hours. The solid oxidant was removed by filtration and the solvent was evaporated. The crude product was purified by flash chromatography (dichloromethane-3% methanol). 1H NMR (400 MHz, DMSO-d6): 1.45 (3H, s), 4.13 (1H, d, J=10.0 Hz), 4.38 (1H... Starting materials: solution, C[Li] (methyl lithium), ice water, OC1=C(C(=O)O)C=CC(=C1)OCC(=O)C1=CC=2C(CCC(C2C=C1)(C)C)(C)C (2-hydroxy-4-(5,6,7,8-tetrahydro-5,5,8,8-tetramethyl-2-naphthoylmethoxy)benzoic acid). Run in C1CCOC1 (THF), C1CCOC1 (THF). Run at time 12 hour. Product: OC1=C(C(=O)O)C=CC(=C1)OCC(C)(C1=CC=2C(CCC(C2C=C1)(C)C)(C)C)O (2-Hydroxy-4-[2-hydroxy-2-(5,6,7,8-tetrahydro-5,5,8,8-tetramethyl-2-naphthyl)propyloxy]benzoic acid). Reaction SMILES: [OH:1][C:2]1[CH:10]=[C:9]([O:11][CH2:12][C:13]([C:15]2[CH:24]=[CH:23][C:22]3[C:21]([CH3:26])([CH3:25])[CH2:20][CH2:19][C:18]([CH3:28])([CH3:27])[C:17]=3[CH:16]=2)=[O:14])[CH:8]=[CH:7][C:3]=1[C:4]([OH:6])=[O:5].[CH3:29][Li]>C1COCC1>[OH:1][C:2]1[CH:10]=[C:9]([O:11][CH2:12][C:13]([OH:14])([C:15]2[CH:24]=[CH:23][C:22]3[C:21]([CH3:26])([CH3:25])[CH2:20][CH2:19][C:18]([CH3:28])([CH3:27])[C:17]=3[CH:16]=2)[CH3:29])[CH:8]=[CH:7][C:3]=1[C:4]([OH:6])=[O:5]. Procedure: 1 g (2.6 mmol) of 2-hydroxy-4-(5,6,7,8-tetrahydro-5,5,8,8-tetramethyl-2-naphthoylmethoxy)benzoic acid and 50 ml of THF are introduced into a three-necked flask under a stream of nitrogen. 5.3 ml (8.3 mmol) of a solution of methyl lithium in THF (1.6M) are added dropwise at -78° C. and the reaction mixture is stirred for 12 hours at room temperature. It is poured into ice-water, acidified to pH=1 and extracted with ethyl ether, and the organic phase is separated, dried over magnesium sulphate and... Starting materials: FC(C=1C=C(C=CC1)C(CC)(O)C1=CC=C(C=C1)O)(F)F (1-(3-trifluoromethylphenyl)-1-(4-hydroxyphenyl)-propan-1-ol), C(C)N(C(CCl)=O)CC (monochloroacetic acid diethylamide), C([O-])([O-])=O.[K+].[K+] (potassium carbonate), [I-].[K+] (potassium iodide). Solvent: CC(=O)C (acetone). Yields the product FC(C=1C=C(C=CC1)C(CC)(O)C1=CC=C(C=C1)OCC(N(CC)CC)=O)(F)F (1-(3-Trifluoromethylphenyl)-1-[4-(diethylcarbamoylmethoxy)-phenyl]-propan-1-ol). As a reaction SMILES: [F:1][C:2]([F:21])([F:20])[C:3]1[CH:4]=[C:5]([C:9]([C:13]2[CH:18]=[CH:17][C:16]([OH:19])=[CH:15][CH:14]=2)([OH:12])[CH2:10][CH3:11])[CH:6]=[CH:7][CH:8]=1.C(=O)([O-])[O-].[K+].[K+].[I-].[K+].[CH2:30]([N:32]([CH2:37][CH3:38])[C:33](=[O:36])[CH2:34]Cl)[CH3:31]>CC(C)=O>[F:1][C:2]([F:20])([F:21])[C:3]1[CH:4]=[C:5]([C:9]([C:13]2[CH:14]=[CH:15][C:16]([O:19][CH2:34][C:33](=[O:36])[N:32]([CH2:37][CH3:38])[CH2:30][CH3:31])=[CH:17][CH:18]=2)([OH:12])[CH2:10][CH3:11])[CH:6]=[CH:7][CH:8]=1 |f:1.2.3,4.5|. Procedure details: 14.8 g. 1-(3-trifluoromethylphenyl)-1-(4-hydroxyphenyl)-propan-1-ol, 7.6 g. of anhydrous potassium carbonate, 2 g. of potassium iodide, 8.2 g. of monochloroacetic acid diethylamide and 150 ml. of dry acetone are boiled for 5 hours, under stirring. The reaction mixture is cooled and the solvent is distilled off under reduced pressure. To the residue water is added and it is extracted with benzene. The benzene phase is shaken with water and subsequently a 5% aqueous sodium hydroxide solution and w... The reactants are ice, C1=NC=CC2=C(C=CC=C12)CC(=O)OCC (Ethyl 5-isoquinolinylacetate), [OH-].[Na+].O (NaOH H2O). The solvent is OS(=O)(=O)O (H2SO4). Conditions: temperature 100 celsius. The product is C1=NC=CC2=C(C=CC=C12)CC(=O)O (5-isoquinolinylacetic acid). As a reaction SMILES: [CH:1]1[C:10]2[C:5](=[C:6]([CH2:11][C:12]([O:14]CC)=[O:13])[CH:7]=[CH:8][CH:9]=2)[CH:4]=[CH:3][N:2]=1.[OH-].[Na+].O>OS(O)(=O)=O>[CH:1]1[C:10]2[C:5](=[C:6]([CH2:11][C:12]([OH:14])=[O:13])[CH:7]=[CH:8][CH:9]=2)[CH:4]=[CH:3][N:2]=1 |f:1.2.3|. Procedure: Ethyl 5-isoquinolinylacetate (1.15 g, 5.34 mmol) was dissolved in concentrated H2SO4 (12 mL) and heated at 100° C. for 2 hours. The reaction mixture was poured into ice (20 g) and the pH was adjusted to 6 with 50% NaOH/H2O. The mixture was allowed to set of several hours, filtered, and the filter cake was rinsed with water to provide the title compound. MS (ESI+) m/z 188 (M+H)+; 1H NMR (DMSO, 300 MHz) δ 4.07 (s, 2H), 7.67 (m, 2H), 7.83 (d, J 5.7, 1H), 8.05 (d, J 8.1, 1H), 8.53 (d, J 6.1, 1H), 9.... Starting materials: CCOC(=O)CBr, CC(C)=O, [K+], [K+], O=C([O-])[O-], CC(=O)c1ccc(O)cc1. Yields the product CCOC(=O)COc1ccc(C(C)=O)cc1. As a reaction SMILES: [Br:17][CH2:18][C:19](=[O:20])[O:21][CH2:22][CH3:23].[CH3:24][C:25](=[O:26])[CH3:27].[K+:11].[K+:12].[O-:13][C:14]([O-:15])=[O:16].[OH:1][c:2]1[cH:3][cH:4][c:5]([C:8]([CH3:9])=[O:10])[cH:6][cH:7]1>>[O:1]([c:2]1[cH:3][cH:4][c:5]([C:8]([CH3:9])=[O:10])[cH:6][cH:7]1)[CH2:18][C:19](=[O:20])[O:21][CH2:22][CH3:23]. Reactants: S=C1NC(C=2N=CNC2N1)=S (2,6-Dithioxo-1,2,3,6-tetrahydro-9H-purine), O.NN (hydrazine hydrate). Run at temperature 120 celsius. Product: N(N)C=1C=2N=CNC2NC(N1)=S (6-hydrazino-9H-purine-2(3H)-thione). Yield: 61.0%. Reaction SMILES: [S:1]=[C:2]1[NH:10][C:9]2[NH:8][CH:7]=[N:6][C:5]=2[C:4](=S)[NH:3]1.O.[NH2:13][NH2:14]>>[NH:13]([C:4]1[C:5]2[N:6]=[CH:7][NH:8][C:9]=2[NH:10][C:2](=[S:1])[N:3]=1)[NH2:14] |f:1.2|. Procedure: 2,6-Dithioxo-1,2,3,6-tetrahydro-9H-purine (0.5 g, 2.7 mmol) was added to 80% hydrazine hydrate (5 ml), and the mixture was stirred with heat for 10 minutes at 120° C. After completion of reaction, crystals that precipitated were collected by filtration, and washed with water. The crystals were recrystallized from water to obtain 0.30 g (yield 61%) of colorless powdery crystals (m.p.=292° C. (decomposed)).